The task is: describe an organic reaction: reactants, conditions, products, and yield. This data is from the Open Reaction Database (ORD), a public repository of structured organic reaction records. Starting materials: OO (Hydrogen peroxide), C1(=CC=CC=C1)CCP(O)CCC1=CC=CC=C1 (bis(2-phenylethyl)phosphinous acid). Run in CO (methanol). Run at time 16 hour. Product: C1(=CC=CC=C1)CCP(O)(=O)CCC1=CC=CC=C1 (bis(2-phenylethyl)phosphinic acid). Isolated yield 30.6%. As a reaction SMILES: [OH:1]O.[C:3]1([CH2:9][CH2:10][P:11]([CH2:13][CH2:14][C:15]2[CH:20]=[CH:19][CH:18]=[CH:17][CH:16]=2)[OH:12])[CH:8]=[CH:7][CH:6]=[CH:5][CH:4]=1>CO>[C:3]1([CH2:9][CH2:10][P:11]([CH2:13][CH2:14][C:15]2[CH:20]=[CH:19][CH:18]=[CH:17][CH:16]=2)(=[O:1])[OH:12])[CH:4]=[CH:5][CH:6]=[CH:7][CH:8]=1. Reported procedure: Hydrogen peroxide (0.45 mL, 30%, 4.36 mmol) was added dropwise over 1 minute to crude bis(2-phenylethyl)phosphinous acid (1.12 g, 4.34 mmol) in methanol (6.5 mL). After 16 hours, the solvent was evaporated. The residue was basified with 1M NaOH and extracted twice with hexanes. The aqueous layer was acidified with 12M HCl, and the precipitate was filtered, rinsed with water, and dried in vacuo, affording crude product (628 mg) mp 70°-77° C., which was recrystallized from hot ethanol-water (50:50... The reactants are O1CCCC1 (tetrahydrofuran), [OH-].[Li+] (lithium hydroxide), COC(COC1=C2C(=C(C(=NC2=C(C=C1)F)CC)CC1=CC=C(C=C1)F)OC(F)F)=O ([4-difluoromethoxy-2-ethyl-8-fluoro-3-(4-fluorobenzyl)quinolin-5-yloxy]acetic acid methyl ester), CO (methanol). Run in O (water). Yields the product FC(OC1=C(C(=NC2=C(C=CC(=C12)OCC(=O)O)F)CC)CC1=CC=C(C=C1)F)F ([4-difluoromethoxy-2-ethyl-8-fluoro-3-(4-fluorobenzyl)quinolin-5-yloxy]acetic Acid). Reaction SMILES: C[O:2][C:3](=[O:31])[CH2:4][O:5][C:6]1[CH:15]=[CH:14][C:13]([F:16])=[C:12]2[C:7]=1[C:8]([O:27][CH:28]([F:30])[F:29])=[C:9]([CH2:19][C:20]1[CH:25]=[CH:24][C:23]([F:26])=[CH:22][CH:21]=1)[C:10]([CH2:17][CH3:18])=[N:11]2.CO.O1CCCC1.[OH-].[Li+]>O>[F:30][CH:28]([F:29])[O:27][C:8]1[C:7]2[C:12](=[C:13]([F:16])[CH:14]=[CH:15][C:6]=2[O:5][CH2:4][C:3]([OH:31])=[O:2])[N:11]=[C:10]([CH2:17][CH3:18])[C:9]=1[CH2:19][C:20]1[CH:21]=[CH:22][C:23]([F:26])=[CH:24][CH:25]=1 |f:3.4|. Procedure details: A mixture of [4-difluoromethoxy-2-ethyl-8-fluoro-3-(4-fluorobenzyl)quinolin-5-yloxy]acetic acid methyl ester (050 g), methanol (10 mL); tetrahydrofuran (10 mL), water (8 mL) and lithium hydroxide (0.050 g) was stirred at room temperature for 30 minutes. The mixture was partitioned between ethyl acetate and 1.0 M aqueous hydrochloric acid and the aqueous phase was extracted with ethyl acetate. The combined extracts were dried over magnesium sulfate and the solvent removed under reduced pressure. ... Reactants: BrC1=NC2=C(N1)C=C(C(=C2)Br)Br (2,5,6-tribromo-1H-1,3-benzodiazole), [N+](=O)([O-])[O-].[K+] (KNO3). The solvent is OS(=O)(=O)O (H2SO4). Run at temperature 0 celsius, time 8 hour. Yields the product BrC1=NC2=C(N1)C=C(C(=C2[N+](=O)[O-])Br)Br (2,5,6-tribromo-4-nitro-1H-1,3-benzodiazole). Yield: 87.0%. As a reaction SMILES: [Br:1][C:2]1[NH:6][C:5]2[CH:7]=[C:8]([Br:12])[C:9]([Br:11])=[CH:10][C:4]=2[N:3]=1.[N+:13]([O-])([O-:15])=[O:14].[K+]>OS(O)(=O)=O>[Br:1][C:2]1[NH:3][C:4]2[CH:10]=[C:9]([Br:11])[C:8]([Br:12])=[C:7]([N+:13]([O-:15])=[O:14])[C:5]=2[N:6]=1 |f:1.2|. Reported procedure: 2,5,6-tribromo-1H-1,3-benzodiazole (Method 1) (1.4 mmol, 500 mg) was dissolved in concentrated H2SO4 (4 ml). Then KNO3 (1.7 mmol, 171 mg) was added in one portion at 0° C. The resulting mixture was stirred at 0° C. for 3 h and at RT overnight. The mixture was poured onto ice. The product was filtered and washed with water to afford compound 2,5,6-tribromo-4-nitro-1H-1,3-benzodiazole (487 mg). 1H NMR (600 MHz, DMSO) δ 14.33 (s, 1H), 8.22 (s, 1H).; m/z 399.7; rt 3.0 min. Reactants: C(C1=CC=CC=C1)N (benzylamine), ClC=1C2=C(N=C(N1)C1=NC=CN=C1)SC(=C2C)C (4-chloro-2-(pyrazin-2-yl)-5,6-dimethyl-thieno-[2,3-d]-pyrimidine). The product is N1=C(C=NC=C1)C=1N=C(C2=C(N1)SC(=C2C)C)NCC2=CC=CC=C2 (2-(pyrazin-2-yl)-4-benzylamino-5,6-dimethyl-thieno-[2,3-d]-pyrimidine). As a reaction SMILES: [CH2:1]([NH2:8])[C:2]1[CH:7]=[CH:6][CH:5]=[CH:4][CH:3]=1.Cl[C:10]1[C:11]2[C:24]([CH3:25])=[C:23]([CH3:26])[S:22][C:12]=2[N:13]=[C:14]([C:16]2[CH:21]=[N:20][CH:19]=[CH:18][N:17]=2)[N:15]=1>>[N:17]1[CH:18]=[CH:19][N:20]=[CH:21][C:16]=1[C:14]1[N:15]=[C:10]([NH:8][CH2:1][C:2]2[CH:7]=[CH:6][CH:5]=[CH:4][CH:3]=2)[C:11]2[C:24]([CH3:25])=[C:23]([CH3:26])[S:22][C:12]=2[N:13]=1. Procedure: With the procedure of Example 1, the reaction of benzylamine with 4-chloro-2-(pyrazin-2-yl)-5,6-dimethyl-thieno-[2,3-d]-pyrimidine yields 2-(pyrazin-2-yl)-4-benzylamino-5,6-dimethyl-thieno-[2,3-d]-pyrimidine. The reactants are N[C@@H](CO)C(=O)O (L-Serine), FC(C(=O)O)(F)F (trifluoroacetic acid), C(CCC)(=O)Cl (Butyryl chloride). Run in C(C)OCC (diethyl ether). Conditions: time 1 hour. Yields the product C(CCC)(=O)OC[C@H](N)C(=O)O (O-Butyryl-L-serine). Yield: 60.0%. As a reaction SMILES: [NH2:1][C@H:2]([C:5]([OH:7])=[O:6])[CH2:3][OH:4].FC(F)(F)C(O)=O.[C:15](Cl)(=[O:19])[CH2:16][CH2:17][CH3:18]>C(OCC)C>[C:15]([O:4][CH2:3][C@@H:2]([C:5]([OH:7])=[O:6])[NH2:1])(=[O:19])[CH2:16][CH2:17][CH3:18]. Procedure details: L-Serine (10.5 g, 0.10 mol) was added with stifling to trifluoroacetic acid (70 ml) and the resultant solution was decanted from the insoluble material. Butyryl chloride (13.5 ml, 0.123 mol) was then added to the solution and the mixture was stirred for 1 h at room temperature. Upon the addition of diethyl ether (20 ml), a white solid precipitated which redissolved upon stirring. The reaction vessel was sealed and left to stand overnight in a refrigerator. Further diethyl ether (60 ml) was added... The reactants are CC(C)C[Al+]CC(C)C, Cl, [H-], COC(=O)CCc1cnoc1-c1ccc2c(c1)OCO2, C1CCOC1. The product is OCCCc1cnoc1-c1ccc2c(c1)OCO2. As a reaction SMILES: [CH2:22]([Al+:23][CH2:24][CH:25]([CH3:26])[CH3:27])[CH:28]([CH3:29])[CH3:30].[ClH:31].[H-:21].[O:1]1[CH2:2][O:3][c:4]2[c:5]1[cH:6][cH:7][c:8](-[c:10]1[c:11]([CH2:15][CH2:16][C:17](=[O:18])[O:19][CH3:20])[cH:12][n:13][o:14]1)[cH:9]2.[O:32]1[CH2:33][CH2:34][CH2:35][CH2:36]1>>[O:1]1[CH2:2][O:3][c:4]2[c:5]1[cH:6][cH:7][c:8](-[c:10]1[c:11]([CH2:15][CH2:16][CH2:17][OH:18])[cH:12][n:13][o:14]1)[cH:9]2. Starting materials: BrBr (Bromine), C1=CC=C2C(OC(C=3C=C4OCOCC4=C1C23)=O)=O (11H-5,8,10-trioxabenzo[de]anthracene-4,6-dione), CO (Methanol). Solvent: C(Cl)(Cl)Cl (chloroform). Product: COC1C2=C3C=4C(C(OC(C4C=C2OCO1)=O)=O)=CC=C3 (11-Methoxy-5,8,10-trioxabenzo[de]anthracene-4,6-dione). RXN SMILES: BrBr.[CH:3]1[C:18]2[C:19]3[C:6]([C:7](=[O:21])[O:8][C:9](=[O:20])[C:10]=3[CH:11]=[C:12]3[C:17]=2[CH2:16][O:15][CH2:14][O:13]3)=[CH:5][CH:4]=1.[CH3:22][OH:23]>C(Cl)(Cl)Cl>[CH3:22][O:23][CH:16]1[O:15][CH2:14][O:13][C:12]2[C:17]1=[C:18]1[CH:3]=[CH:4][CH:5]=[C:6]3[C:7](=[O:21])[O:8][C:9](=[O:20])[C:10]([CH:11]=2)=[C:19]13. Procedure: Bromine (0.3 mL, 5.8 mmol) was added to a suspension of 11H-5,8,10-trioxabenzo[de]anthracene-4,6-dione (0.3 g, 1.2 mmol, from Example K1) in chloroform (20 mL). The mixture was refluxed for 3 hours under nitrogen atmosphere. Methanol (10 mL) was added and the reaction mixture refluxed for additional 3 hours and concentrated in vacuo. The solids obtained were washed with methanol and dried to give 0.16 g of the title compound. The reactants are Cl (HCl), Cl (HCl), Crude mixture, C(C1=CC=CC=C1)(C1=CC=CC=C1)(C1=CC=CC=C1)OCC(C=C)OCC(=O)OC(C)(C)C (tert-butyl 2-((1-(trityloxy)but-3-en-2-yl)oxy)acetate), CC(C)C[AlH]CC(C)C (DIBAL). Run in C(Cl)Cl (CH2Cl2). Conditions: temperature -78 celsius, time 30 minute. Product: C(C1=CC=CC=C1)(C1=CC=CC=C1)(C1=CC=CC=C1)OCC(C=C)OCC=O (2-((1-(trityloxy)but-3-en-2-yl)oxy)acetaldehyde). Reaction SMILES: [C:1]([O:20][CH2:21][CH:22]([O:25][CH2:26][C:27](OC(C)(C)C)=[O:28])[CH:23]=[CH2:24])([C:14]1[CH:19]=[CH:18][CH:17]=[CH:16][CH:15]=1)([C:8]1[CH:13]=[CH:12][CH:11]=[CH:10][CH:9]=1)[C:2]1[CH:7]=[CH:6][CH:5]=[CH:4][CH:3]=1.CC(C[AlH]CC(C)C)C.Cl>C(Cl)Cl>[C:1]([O:20][CH2:21][CH:22]([O:25][CH2:26][CH:27]=[O:28])[CH:23]=[CH2:24])([C:8]1[CH:9]=[CH:10][CH:11]=[CH:12][CH:13]=1)([C:14]1[CH:19]=[CH:18][CH:17]=[CH:16][CH:15]=1)[C:2]1[CH:3]=[CH:4][CH:5]=[CH:6][CH:7]=1. Procedure: Crude mixture from Step 4-(3) (tert-butyl 2-((1-(trityloxy)but-3-en-2-yl)oxy)acetate 3.01 kg, 6.771 mol, 1.00 equiv.) was dissolved in CH2Cl2 (5.81 L). The reaction mixture was cooled down to −78° C. DIBAL (1.5 M in toluene, 4.14 L, 6.19 mol, 1.00 equiv.) was added in portions while maintaining temperature below −65° C. The reaction was stirred at −78° C. for additional 30 min. Aq. HCl (4.00 L, 2.0 M) was added slowly to the reaction mixture while maintaining temperature below −60° C. The reacti...